This data is from the Open Reaction Database (ORD), a public repository of structured organic reaction records. The task is: describe an organic reaction: reactants, conditions, products, and yield The reactants are COC([C@@H](NC(CN)=O)CCCCNC(=O)OCC1=CC=CC=C1)=O (Nα-glycyl-Nε-carbobenzoxy-L-lysine methyl ester). Solvent: CO (methanol), N (ammonia). Run at time 3 day. Product: C(C1=CC=CC=C1)OC(=O)NCCCCC1C(NCC(N1)=O)=O (3-(4-Benzyloxycarbonylaminobutyl)-2,5-piperazinedione). The yield is 13.2%. As a reaction SMILES: C[O:2][C:3](=O)[C@H:4]([CH2:10][CH2:11][CH2:12][CH2:13][NH:14][C:15]([O:17][CH2:18][C:19]1[CH:24]=[CH:23][CH:22]=[CH:21][CH:20]=1)=[O:16])[NH:5][C:6](=[O:9])[CH2:7][NH2:8]>CO.N>[CH2:18]([O:17][C:15]([NH:14][CH2:13][CH2:12][CH2:11][CH2:10][CH:4]1[NH:5][C:6](=[O:9])[CH2:7][NH:8][C:3]1=[O:2])=[O:16])[C:19]1[CH:24]=[CH:23][CH:22]=[CH:21][CH:20]=1. Reported procedure: The Nα-glycyl-Nε-carbobenzoxy-L-lysine methyl ester prepared as described in Example 1 was dissolved in methanol previously saturated with ammonia (300 ml.) and allowed to stand for 3 days in a sealed flask at ambient temperature. The solvent was removed in vacuo and the residual solid recrystallised from absolute ethanol to give the title compound as colourless needles (1 g.) m.p. 210°C. (Found: C, 59.9; H, 6.7; N, 13.5. C16H21N3O4 requires: C, 60.1; H, 6.5; N, 13.2%). Run in O1CCOCC1 (dioxane). As a reaction SMILES: C([N:4]([C:19]1[CH:24]=[CH:23][C:22]([C:25]2[O:26][C:27]3[C:35]([F:36])=[CH:34][C:33]([F:37])=[C:32]([NH2:38])[C:28]=3[C:29](=[O:31])[CH:30]=2)=[CH:21][C:20]=1[F:39])[CH2:5][CH2:6][CH2:7][N:8]1[C:12](=[O:13])[C:11]2=[CH:14][CH:15]=[CH:16][CH:17]=[C:10]2[C:9]1=[O:18])(=O)C.Cl.[OH-].[Na+]>O1CCOCC1>[NH2:38][C:32]1[C:28]2[C:29](=[O:31])[CH:30]=[C:25]([C:22]3[CH:23]=[CH:24][C:19]([NH:4][CH2:5][CH2:6][CH2:7][N:8]4[C:12](=[O:13])[C:11]5=[CH:14][CH:15]=[CH:16][CH:17]=[C:10]5[C:9]4=[O:18])=[C:20]([F:39])[CH:21]=3)[O:26][C:27]=2[C:35]([F:36])=[CH:34][C:33]=1[F:37] |f:2.3|. Yield: 87.4%. The reactants are C(C)(=O)N(CCCN1C(C=2C(C1=O)=CC=CC2)=O)C2=C(C=C(C=C2)C=2OC1=C(C(C2)=O)C(=C(C=C1F)F)N)F (2-[4-[N-Acetyl-N-(3-phthalimidopropyl)amino]-3-fluorophenyl]-5-amino-6,8-difluoro-4H-1-benzopyran-4-one), aqueous solution, [OH-].[Na+] (sodium hydroxide), Cl (hydrochloric acid). The product is NC1=C(C=C(C2=C1C(C=C(O2)C2=CC(=C(C=C2)NCCCN2C(C=1C(C2=O)=CC=CC1)=O)F)=O)F)F (5-Amino-6,8-difluoro-2-[3-fluoro-4-[(3-phthalimidopropyl)amino]phenyl]-4H-1-benzopyran-4-one). Procedure: 1.0 g of Compound 28 was dissolved in 12 ml of dioxane, 8 ml of concentrated hydrochloric acid was added and the mixture was heated at reflux for 4.3 hours. The reaction solution was cooled on ice and adjusted to pH 8 by addition of a 10N aqueous solution of sodium hydroxide thereto, and the precipitated crystals were collected by filtration to give 805 mg (87%) of Compound 29. Reactants: CS(C)=O, CCOC(C)=O, CCN(C(C)C)C(C)C, CCc1cnc(Cl)nc1, Fc1cc(N2CCC(=NOC3CCNCC3)CC2)c(F)cc1Br, O. Product: CCc1cnc(N2CCC(ON=C3CCN(c4cc(F)c(Br)cc4F)CC3)CC2)nc1. As a reaction SMILES: [CH3:43][S:44]([CH3:45])=[O:46].[CH3:47][CH2:48][O:49][C:50]([CH3:51])=[O:52].[CH:33]([N:34]([CH:35]([CH3:36])[CH3:37])[CH2:38][CH3:39])([CH3:40])[CH3:41].[Cl:24][c:25]1[n:26][cH:27][c:28]([CH2:31][CH3:32])[cH:29][n:30]1.[NH:1]1[CH2:2][CH2:3][CH:4]([O:7][N:8]=[C:9]2[CH2:10][CH2:11][N:12]([c:15]3[c:16]([F:23])[cH:17][c:18]([Br:22])[c:19]([F:21])[cH:20]3)[CH2:13][CH2:14]2)[CH2:5][CH2:6]1.[OH2:42]>>[N:1]1([c:25]2[n:26][cH:27][c:28]([CH2:31][CH3:32])[cH:29][n:30]2)[CH2:2][CH2:3][CH:4]([O:7][N:8]=[C:9]2[CH2:10][CH2:11][N:12]([c:15]3[c:16]([F:23])[cH:17][c:18]([Br:22])[c:19]([F:21])[cH:20]3)[CH2:13][CH2:14]2)[CH2:5][CH2:6]1. Starting materials: O=C1CN(CC=2C=3C1=CN(C3C=CC2)S(=O)(=O)C2=CC=CC=C2)C(=O)OC(C)(C)C (tert-Butyl 3-oxo-1-(phenylsulfonyl)-1,3,4,6-tetrahydro-5H-azepino[5,4,3-cd]indole-5-carboxylate), Intermediate 18, C(=O)(C(F)(F)F)O (TFA). The solvent is C(Cl)Cl (DCM). The product is FC(C(=O)O)(F)F.C1(=CC=CC=C1)S(=O)(=O)N1C=C2C=3C(=CC=CC13)CNCC2=O (1-(Phenylsulfonyl)-1,4,5,6-tetrahydro-3H-azepino[5,4,3-cd]indol-3-one trifluoroacetate). As a reaction SMILES: [O:1]=[C:2]1[C:8]2=[CH:9][N:10]([S:15]([C:18]3[CH:23]=[CH:22][CH:21]=[CH:20][CH:19]=3)(=[O:17])=[O:16])[C:11]3[CH:12]=[CH:13][CH:14]=[C:6]([C:7]=32)[CH2:5][N:4](C(OC(C)(C)C)=O)[CH2:3]1.[C:31]([OH:37])([C:33]([F:36])([F:35])[F:34])=[O:32]>C(Cl)Cl>[F:34][C:33]([F:36])([F:35])[C:31]([OH:37])=[O:32].[C:18]1([S:15]([N:10]2[C:11]3[CH:12]=[CH:13][CH:14]=[C:6]4[CH2:5][NH:4][CH2:3][C:2](=[O:1])[C:8]([C:7]=34)=[CH:9]2)(=[O:17])=[O:16])[CH:19]=[CH:20][CH:21]=[CH:22][CH:23]=1 |f:3.4|. Procedure details: tert-Butyl 3-oxo-1-(phenylsulfonyl)-1,3,4,6-tetrahydro-5H-azepino[5,4,3-cd]indole-5-carboxylate, Intermediate 18 (5.0 mg, 0.012 mmol) was dissolved in DCM (1 ml). TFA (0.5 ml) was added and the solution was heated to boiling. The solvent was evaporated. Obtained 5.2 mg of the TFA salt. MS (ESI+) m/z 327 [M+H]+. Starting materials: [Li]CCCC, Cc1noc(C)n1, Cc1ccccc1, CCCCCC, CCOCC, CN(C)CCN(C)C, Cl, O=C=O, O. The product is Cc1noc(CC(=O)O)n1. As a reaction SMILES: [CH2:16]([Li:17])[CH2:18][CH2:19][CH3:20].[CH3:1][c:2]1[n:3][o:4][c:5]([CH3:7])[n:6]1.[CH3:25][c:26]1[cH:27][cH:28][cH:29][cH:30][cH:31]1.[CH3:32][CH2:33][CH2:34][CH2:35][CH2:36][CH3:37].[CH3:39][CH2:40][O:41][CH2:42][CH3:43].[CH3:8][N:9]([CH2:10][CH2:11][N:12]([CH3:13])[CH3:14])[CH3:15].[ClH:24].[O:21]=[C:22]=[O:23].[OH2:38]>>[CH3:1][c:2]1[n:3][o:4][c:5]([CH2:7][C:22](=[O:21])[OH:23])[n:6]1. Reactants: CCOC(=O)c1nnc(Cl)s1, CC#N, [K+], [K+], O=C([O-])[O-], Sc1ccccc1. Yields the product CCOC(=O)c1nnc(Sc2ccccc2)s1. RXN SMILES: [CH2:1]([CH3:2])[O:3][C:4](=[O:5])[c:6]1[s:7][c:8]([Cl:11])[n:9][n:10]1.[CH3:25][C:26]#[N:27].[K+:12].[K+:13].[O-:14][C:15]([O-:16])=[O:17].[SH:18][c:19]1[cH:20][cH:21][cH:22][cH:23][cH:24]1>>[CH2:1]([CH3:2])[O:3][C:4](=[O:5])[c:6]1[s:7][c:8]([S:18][c:19]2[cH:20][cH:21][cH:22][cH:23][cH:24]2)[n:9][n:10]1.